From a dataset of the Open Reaction Database (ORD), a public repository of structured organic reaction records. describe an organic reaction: reactants, conditions, products, and yield Reactants: COc1cccc(N)c1[N+](=O)[O-], Cl, O=N[O-], [Na+], [Na+], O=C([O-])O, O. The product is COc1cccc(Cl)c1[N+](=O)[O-]. As a reaction SMILES: [CH3:5][O:6][c:7]1[c:8]([N+:14](=[O:15])[O-:16])[c:9]([NH2:13])[cH:10][cH:11][cH:12]1.[ClH:22].[N:1]([O-:2])=[O:3].[Na+:21].[Na+:4].[O-:17][C:18]([OH:19])=[O:20].[OH2:23]>>[CH3:5][O:6][c:7]1[c:8]([N+:14](=[O:15])[O-:16])[c:9]([Cl:22])[cH:10][cH:11][cH:12]1. The reactants are CCCC[N+](CCCC)(CCCC)CCCC, C1CCOC1, CC(C)[Si](OC1CCC(N2CCC(Cc3c(Cl)cc(-c4ccc(C(=O)N5CCC(C(F)(F)F)CC5)cc4)cc3Cl)C2=O)CC1)(C(C)C)C(C)C, [F-]. Product: O=C(c1ccc(-c2cc(Cl)c(CC3CCN(C4CCC(O)CC4)C3=O)c(Cl)c2)cc1)N1CCC(C(F)(F)F)CC1. RXN SMILES: [CH2:52]([N+:53]([CH2:54][CH2:55][CH2:56][CH3:57])([CH2:58][CH2:59][CH2:60][CH3:61])[CH2:62][CH2:63][CH2:64][CH3:65])[CH2:66][CH2:67][CH3:68].[CH2:69]1[O:70][CH2:71][CH2:72][CH2:73]1.[Cl:1][c:2]1[cH:3][c:4](-[c:33]2[cH:34][cH:35][c:36]([C:39](=[O:40])[N:41]3[CH2:42][CH2:43][CH:44]([C:47]([F:48])([F:49])[F:50])[CH2:45][CH2:46]3)[cH:37][cH:38]2)[cH:5][c:6]([Cl:32])[c:7]1[CH2:8][CH:9]1[C:10](=[O:31])[N:11]([CH:14]2[CH2:15][CH2:16][CH:17]([O:20][Si:21]([CH:22]([CH3:23])[CH3:24])([CH:25]([CH3:26])[CH3:27])[CH:28]([CH3:29])[CH3:30])[CH2:18][CH2:19]2)[CH2:12][CH2:13]1.[F-:51]>>[Cl:1][c:2]1[cH:3][c:4](-[c:33]2[cH:34][cH:35][c:36]([C:39](=[O:40])[N:41]3[CH2:42][CH2:43][CH:44]([C:47]([F:48])([F:49])[F:50])[CH2:45][CH2:46]3)[cH:37][cH:38]2)[cH:5][c:6]([Cl:32])[c:7]1[CH2:8][CH:9]1[C:10](=[O:31])[N:11]([CH:14]2[CH2:15][CH2:16][CH:17]([OH:20])[CH2:18][CH2:19]2)[CH2:12][CH2:13]1.